Dataset: the Open Reaction Database (ORD), a public repository of structured organic reaction records. Task: describe an organic reaction: reactants, conditions, products, and yield Starting materials: C(C)(=O)O[BH-](OC(C)=O)OC(C)=O.[Na+] (sodium triacetoxyborohydride), C(=O)(O)[O-].[Na+] (NaHCO3), ClC=1C=C(CN)C=CC1 (3-chlorobenzylamine), C(C)(C)(C)OC(=O)N[C@H](C=O)CCS(=O)(=O)C ((S)-2-(tert-Butoxycarbonylamino)-4-(methanesulfonyl)butanal). Solvent: ClC(C)Cl (dichloroethane), CCOC(=O)C (EtOAc). Conditions: time 8 hour. Yields the product C(C)(C)(C)OC(=O)N[C@H](CNCC1=CC(=CC=C1)Cl)CCS(=O)(=O)C ((S)-2-(tert-butoxycarbonylamino)-N-(3-chlorobenzyl)-4-(methanesulfonyl)butanamine). Reaction SMILES: [Cl:1][C:2]1[CH:3]=[C:4]([CH:7]=[CH:8][CH:9]=1)[CH2:5][NH2:6].C(O[BH-](OC(=O)C)OC(=O)C)(=O)C.[Na+].[C:24]([O:28][C:29]([NH:31][C@@H:32]([CH2:35][CH2:36][S:37]([CH3:40])(=[O:39])=[O:38])[CH:33]=O)=[O:30])([CH3:27])([CH3:26])[CH3:25].C([O-])(O)=O.[Na+]>ClC(Cl)C.CCOC(C)=O>[C:24]([O:28][C:29]([NH:31][C@@H:32]([CH2:35][CH2:36][S:37]([CH3:40])(=[O:39])=[O:38])[CH2:33][NH:6][CH2:5][C:4]1[CH:7]=[CH:8][CH:9]=[C:2]([Cl:1])[CH:3]=1)=[O:30])([CH3:27])([CH3:25])[CH3:26] |f:1.2,4.5|. Reported procedure: To a solution of 3-chlorobenzylamine (0.628 mL, 5.14 mmol) and crushed molecular sieves (1.5 g) in dichloroethane (10 mL) under nitrogen at 0° C. was added sodium triacetoxyborohydride (2.73 g, 12.9 mmol), followed the product from Step C (2.73 g, 5.14 mmol). The reaction was stirred overnight, allowing it to warm to room temperature. The solution was poured into EtOAc and sat NaHCO3 solution, and the organic layer was washed with brine, dried (Na2SO4), filtered, and concentrated in vacuo to pro...